From a dataset of the Open Reaction Database (ORD), a public repository of structured organic reaction records. describe an organic reaction: reactants, conditions, products, and yield Reactants: FC1=C(C=CC=C1)NC(OCC)=O (ethyl N-(2-fluorophenyl)carbamate), O.NN (hydrazine hydrate). Solvent: C(C)O (ethanol). Run at time 3 day. Product: FC1=C(C=CC=C1)NC(NN)=O (4-(2-fluorophenyl)semicarbazide). RXN SMILES: [F:1][C:2]1[CH:7]=[CH:6][CH:5]=[CH:4][C:3]=1[NH:8][C:9](=[O:13])OCC.O.[NH2:15][NH2:16]>C(O)C>[F:1][C:2]1[CH:7]=[CH:6][CH:5]=[CH:4][C:3]=1[NH:8][C:9](=[O:13])[NH:15][NH2:16] |f:1.2|. Procedure details: A mixture of ethyl N-(2-fluorophenyl)carbamate (8.3 g, 45.4 mmol) and hydrazine hydrate (13.6 g, ca. 14 ml) in 40 ml of absolute ethanol is heated to reflux. After 3 days, the reaction mixture is concentrated, and the solid is filtered, washed with water and with ether and dried to give 4-(2-fluorophenyl)semicarbazide. Reactants: [C+4], CN1CC(N2CCN(C(=O)Nc3cc(Oc4ccc([N+](=O)[O-])cc4F)ccn3)CC2)C1, C1CCOC1, [OH-], [OH-], [OH-], [OH-], [OH-], [OH-], [Pd+2]. Product: CN1CC(N2CCN(C(=O)Nc3cc(Oc4ccc(N)cc4F)ccn3)CC2)C1. Reaction SMILES: [C+4:37].[F:1][c:2]1[c:3]([O:4][c:5]2[cH:6][c:7]([NH:11][C:12](=[O:13])[N:14]3[CH2:15][CH2:16][N:17]([CH:20]4[CH2:21][N:22]([CH3:24])[CH2:23]4)[CH2:18][CH2:19]3)[n:8][cH:9][cH:10]2)[cH:25][cH:26][c:27]([N+:29]([O-:30])=[O:31])[cH:28]1.[O:32]1[CH2:33][CH2:34][CH2:35][CH2:36]1.[OH-:38].[OH-:40].[OH-:41].[OH-:42].[OH-:43].[OH-:44].[Pd+2:39]>>[F:1][c:2]1[c:3]([O:4][c:5]2[cH:6][c:7]([NH:11][C:12](=[O:13])[N:14]3[CH2:15][CH2:16][N:17]([CH:20]4[CH2:21][N:22]([CH3:24])[CH2:23]4)[CH2:18][CH2:19]3)[n:8][cH:9][cH:10]2)[cH:25][cH:26][c:27]([NH2:29])[cH:28]1. The reactants are CCCCCCCCCC[Si](C)(C)O, CN(C)C=O, O=C(Cl)Cl, ClCCCl. Yields the product CCCCCCCCCC[Si](C)(C)Cl. As a reaction SMILES: [CH2:1]([CH2:2][CH2:3][CH2:4][CH2:5][CH2:6][CH2:7][CH2:8][CH2:9][CH3:10])[Si:11]([OH:12])([CH3:13])[CH3:14].[CH3:15][N:16]([CH3:17])[CH:18]=[O:19].[Cl:20][C:21](=[O:22])[Cl:23].[Cl:24][CH2:25][CH2:26][Cl:27]>>[CH2:1]([CH2:2][CH2:3][CH2:4][CH2:5][CH2:6][CH2:7][CH2:8][CH2:9][CH3:10])[Si:11]([CH3:13])([CH3:14])[Cl:20]. Reactants: crystals, FC1=CC=C(CCNC(C)=NC2=CC=C3C[C@H]([C@@H](C3=C2)NC(=O)C2=CC=C(C=C2)C2=CC=CC=C2)O)C=C1 (biphenyl-4-carboxylic acid (R)-(6-(1-((4-fluorobenzyl)methylamino)ethylideneamino)-2(R)-hydroxyindan-1-yl)amide), hemihydrate, O (water). The solvent is CO (methanol). Run at temperature 21.5 celsius, time 2 hour. Product: O.FC1=CC=C(CCNC(C)=NC2=CC=C3C[C@H]([C@@H](C3=C2)NC(=O)C2=CC=C(C=C2)C2=CC=CC=C2)O)C=C1.C1(=CC=C(C=C1)C(=O)N[C@H]1[C@@H](CC2=CC=C(C=C12)N=C(C)NCCC1=CC=C(C=C1)F)O)C1=CC=CC=C1 (Biphenyl-4-carboxylic acid (R)-(6-(1-((4-fluorobenzyl)methylamino)ethylideneamino)-2(R)-hydroxyindan-1-yl)amide hemihydrate). Yield: 122.3%. Reaction SMILES: [F:1][C:2]1[CH:38]=[CH:37][C:5]([CH2:6][CH2:7][NH:8][C:9](=[N:11][C:12]2[CH:20]=[C:19]3[C:15]([CH2:16][C@@H:17]([OH:36])[C@@H:18]3[NH:21][C:22]([C:24]3[CH:29]=[CH:28][C:27]([C:30]4[CH:35]=[CH:34][CH:33]=[CH:32][CH:31]=4)=[CH:26][CH:25]=3)=[O:23])=[CH:14][CH:13]=2)[CH3:10])=[CH:4][CH:3]=1.O>CO>[OH2:23].[F:1][C:2]1[CH:3]=[CH:4][C:5]([CH2:6][CH2:7][NH:8][C:9](=[N:11][C:12]2[CH:20]=[C:19]3[C:15]([CH2:16][C@@H:17]([OH:36])[C@@H:18]3[NH:21][C:22]([C:24]3[CH:29]=[CH:28][C:27]([C:30]4[CH:31]=[CH:32][CH:33]=[CH:34][CH:35]=4)=[CH:26][CH:25]=3)=[O:23])=[CH:14][CH:13]=2)[CH3:10])=[CH:37][CH:38]=1.[C:27]1([C:30]2[CH:31]=[CH:32][CH:33]=[CH:34][CH:35]=2)[CH:26]=[CH:25][C:24]([C:22]([NH:21][C@@H:18]2[C:19]3[C:15](=[CH:14][CH:13]=[C:12]([N:11]=[C:9]([NH:8][CH2:7][CH2:6][C:5]4[CH:37]=[CH:38][C:2]([F:1])=[CH:3][CH:4]=4)[CH3:10])[CH:20]=3)[CH2:16][C@H:17]2[OH:36])=[O:23])=[CH:29][CH:28]=1 |f:3.4.5|. Reported procedure: Dissolve biphenyl-4-carboxylic acid (R)-(6-(1-((4-fluorobenzyl)methylamino)ethylideneamino)-2(R)-hydroxyindan-1-yl)amide solvate (2.0 g) in methanol (24 mL) at 20-23° C. Add water (5 mL) to the solution, followed by hemihydrate seed crystals (20 mg). Stir the mixture for 2 h at 20-23° C., then cool to 0-5° C. Filter the mixture, wash with a solution of methanol (8 mL) and water (2 mL), and dry at 50-60° C. under vacuum for 16 h to give 1.66 g of the title compound. Starting materials: C1(=CC=CC=C1)C1=CC2=C(N=C(N=C2)N)N=C1N (6-Phenyl-pyrido[2,3-d]pyrimidine-2,7-diamine), C(C)(C)(C)N=C=O (tert-butyl isocyanate). Yields the product NC=1N=CC2=C(N1)N=C(C(=C2)C2=CC=CC=C2)NC(=O)NC(C)(C)C (1-(2-Amino-6-phenyl-pyrido[2,3-d]pyrimidin-7-yl)-3-tert-butyl-urea). RXN SMILES: [C:1]1([C:7]2[C:17]([NH2:18])=[N:16][C:10]3[N:11]=[C:12]([NH2:15])[N:13]=[CH:14][C:9]=3[CH:8]=2)[CH:6]=[CH:5][CH:4]=[CH:3][CH:2]=1.[C:19]([N:23]=[C:24]=[O:25])([CH3:22])([CH3:21])[CH3:20]>>[NH2:15][C:12]1[N:13]=[CH:14][C:9]2[CH:8]=[C:7]([C:1]3[CH:2]=[CH:3][CH:4]=[CH:5][CH:6]=3)[C:17]([NH:18][C:24]([NH:23][C:19]([CH3:22])([CH3:21])[CH3:20])=[O:25])=[N:16][C:10]=2[N:11]=1. Procedure details: Following the procedure of Example 2, 0.246 g of 6-phenyl-pyrido[2,3-d]pyrimidine-2,7-diamine from Example 81 was reacted with 0.128 mL of tert-butyl isocyanate. The product is purified by medium pressure chromatography using silica gel and eluting with a gradient of 1:1 CHCl3 :EtOAc to EtOAc to afford the title compound; mp >250° C., CIMS (1% ammonia in methane): m/z (relative intensity) 337 (MH+ +1, 64), 338 (MH+ +2, 11), 236 (100). Reactants: O (water), C(C)(C)(C)OC(=O)N1CCNCC1 (piperazine-1-carboxylic acid tert-butyl ester), BrC1=CC=C(C=C1)N1CCC(CC1)C1=CC=CC=C1 (1-(4-bromophenyl)-4-phenylpiperidine), CC(C)([O-])C.[Na+] (sodium tert-butoxide). The reagents and catalysts are C1=CC=C(C=C1)/C=C/C(=O)/C=C/C2=CC=CC=C2.C1=CC=C(C=C1)/C=C/C(=O)/C=C/C2=CC=CC=C2.C1=CC=C(C=C1)/C=C/C(=O)/C=C/C2=CC=CC=C2.C(Cl)(Cl)Cl.[Pd].[Pd] (tris(dibenzylideneacetone)(chloroform)-di-palladium(0)), C1=CC=C(C=C1)P(C2=CC=CC=C2)C3=C(C4=CC=CC=C4C=C3)C5=C(C=CC6=CC=CC=C65)P(C7=CC=CC=C7)C8=CC=CC=C8 ((S)-(−)-2,2′-bis(diphenylphosphino)-1,1′-binaphthyl). Solvent: C(C)(=O)OCC (ethyl acetate), C1(=CC=CC=C1)C (toluene). Run at temperature 90 celsius, time 6 hour. Product: C(C)(C)(C)OC(=O)N1CCN(CC1)C1=CC=C(C=C1)N1CCC(CC1)C1=CC=CC=C1 (4-[4-(4-phenylpiperidin-1-yl)phenyl]piperazine-1-carboxylic acid tert-butyl ester). Isolated yield 76.8%. Reaction SMILES: [C:1]([O:5][C:6]([N:8]1[CH2:13][CH2:12][NH:11][CH2:10][CH2:9]1)=[O:7])([CH3:4])([CH3:3])[CH3:2].Br[C:15]1[CH:20]=[CH:19][C:18]([N:21]2[CH2:26][CH2:25][CH:24]([C:27]3[CH:32]=[CH:31][CH:30]=[CH:29][CH:28]=3)[CH2:23][CH2:22]2)=[CH:17][CH:16]=1.CC(C)([O-])C.[Na+].O>C1(C)C=CC=CC=1.C1C=CC(/C=C/C(/C=C/C2C=CC=CC=2)=O)=CC=1.C1C=CC(/C=C/C(/C=C/C2C=CC=CC=2)=O)=CC=1.C1C=CC(/C=C/C(/C=C/C2C=CC=CC=2)=O)=CC=1.C(Cl)(Cl)Cl.[Pd].[Pd].C1C=CC(P(C2C=CC3C(=CC=CC=3)C=2C2C3C(=CC=CC=3)C=CC=2P(C2C=CC=CC=2)C2C=CC=CC=2)C2C=CC=CC=2)=CC=1.C(OCC)(=O)C>[C:1]([O:5][C:6]([N:8]1[CH2:13][CH2:12][N:11]([C:15]2[CH:16]=[CH:17][C:18]([N:21]3[CH2:26][CH2:25][CH:24]([C:27]4[CH:32]=[CH:31][CH:30]=[CH:29][CH:28]=4)[CH2:23][CH2:22]3)=[CH:19][CH:20]=2)[CH2:10][CH2:9]1)=[O:7])([CH3:4])([CH3:2])[CH3:3] |f:2.3,6.7.8.9.10.11|. Procedure: A mixture of piperazine-1-carboxylic acid tert-butyl ester (2.02 g), 1-(4-bromophenyl)-4-phenylpiperidine (2.86 g), tris(dibenzylideneacetone)(chloroform)-di-palladium(0) (0.19 g), (S)-(−)-2,2′-bis(diphenylphosphino)-1,1′-binaphthyl (0.28 g) and sodium tert-butoxide (1.74 g) in toluene (29 ml) was stirred for 6 hours at 90° C. The reaction mixture was added to a mixture of water and ethyl acetate. The organic layer was taken and dried over magnesium sulfate. The magnesium sulfate was filtered of... Starting materials: C(C)OCC (diethyl ether), CN1C(=O)N(C(=O)C(=C1C)[N+](=O)[O-])C (1,3,6-Trimethyl-5-nitrouracil), CN1C(=O)N(C(=O)C(=C1C)[N+](=O)[O-])C (1,3,6-Trimethyl-5-nitrouracil), COC(N(C)C)OC (N,N-dimethylformamide dimethyl acetal). Run in CN(C=O)C (N,N-dimethylformamide). Reaction conditions: time 2 hour. The product is CN1C(=O)N(C(=O)C(=C1C=CN(C)C)[N+](=O)[O-])C (1,3-Dimethyl-6-[2-(dimethylamino)vinyl]-5-nitrouracil). Reaction SMILES: [CH3:1][N:2]1[C:9]([CH3:10])=[C:8]([N+:11]([O-:13])=[O:12])[C:6](=[O:7])[N:5]([CH3:14])[C:3]1=[O:4].CO[CH:17](OC)[N:18]([CH3:20])[CH3:19].C(OCC)C>CN(C)C=O>[CH3:1][N:2]1[C:9]([CH:10]=[CH:17][N:18]([CH3:20])[CH3:19])=[C:8]([N+:11]([O-:13])=[O:12])[C:6](=[O:7])[N:5]([CH3:14])[C:3]1=[O:4]. Procedure details: To a solution of Step 1 intermediate, 1,3,6-Trimethyl-5-nitrouracil (0.60 g, 3.012 mmol) in dry N,N-dimethylformamide (5.0 mL) was added N,N-dimethylformamide dimethyl acetal (0.53 g, 4.447 mmol) and the reaction mixture was stirred at room temperature for 2 h. After this time, diethyl ether was added to the reaction mixture and the precipitate was collected by filtration and washed with diethyl ether to give 0.45 g of the product as brownish solid; 1H NMR (δ ppm, 300 MHz, DMSO-d6) 2.98 (s, 6H),...